This data is from the Open Reaction Database (ORD), a public repository of structured organic reaction records. The task is: describe an organic reaction: reactants, conditions, products, and yield Reactants: C#CCOc1nc(Cl)ncc1Br, CO, Cl, COC(=O)c1cc(N)cc(N)c1. Yields the product C#CCOc1nc(Nc2cc(N)cc(C(=O)OC)c2)ncc1Br. As a reaction SMILES: [Br:1][c:2]1[c:3]([O:9][CH2:10][C:11]#[CH:12])[n:4][c:5]([Cl:8])[n:6][cH:7]1.[CH3:26][OH:27].[ClH:25].[NH2:13][c:14]1[cH:15][c:16]([C:17](=[O:18])[O:19][CH3:20])[cH:21][c:22]([NH2:24])[cH:23]1>>[Br:1][c:2]1[c:3]([O:9][CH2:10][C:11]#[CH:12])[n:4][c:5]([NH:24][c:22]2[cH:21][c:16]([C:17](=[O:18])[O:19][CH3:20])[cH:15][c:14]([NH2:13])[cH:23]2)[n:6][cH:7]1. The reactants are BrC(C(=O)OCC)(C)C (ethyl a-bromoisobutyrate), C(=S)=S (carbon disulfide), Ice water, BrC1=CC=CC=C1 (bromobenzene), [Mg] (magnesium). Run in C1CCOC1 (THF). Reaction conditions: temperature 40 celsius. Product: C1(=CC=CC=C1)[Mg]Br (Phenyl magnesium bromide), C(C1=CC=CC=C1)(=S)SC(C)(C)C(=O)OCC (2-(ethoxycarbonyl)prop-2-yl dithiobenzoate), oil. Isolated yield 42.2%. Reaction SMILES: Br[C:2]1[CH:7]=[CH:6][CH:5]=[CH:4][CH:3]=1.[Mg:8].[C:9](=[S:11])=[S:10].[Br:12][C:13]([CH3:20])([CH3:19])[C:14]([O:16][CH2:17][CH3:18])=[O:15]>C1COCC1>[C:2]1([Mg:8][Br:12])[CH:7]=[CH:6][CH:5]=[CH:4][CH:3]=1.[C:9]([S:11][C:13]([C:14]([O:16][CH2:17][CH3:18])=[O:15])([CH3:20])[CH3:19])(=[S:10])[C:2]1[CH:7]=[CH:6][CH:5]=[CH:4][CH:3]=1. Procedure details: Phenyl magnesium bromide was prepared from bromobenzene (6.28 g, 0.04 mol) and magnesium turnings (1 g) in dry THF (30 mL). The solution was warmed to 40° C. and carbon disulfide (3.05 g, 0.04 mol) was added over 15 minutes while maintaining the reactions temperature at 40° C. To the resultant dark brown solution Was added ethyl a-bromoisobutyrate (7 g, 0.036 mol). The reaction temperature was raised to 80° C. and maintained for 60 hours. Ice water (50 mL) was added and the organic products were... Reaction SMILES: [F:1][C:2]([C:3](=[O:4])[OH:5])([F:6])[F:7].[F:52][C:53]([F:54])([F:55])[C:56]([OH:57])=[O:58].[NH2:8][CH:9]1[CH2:10][N:11]([c:14]2[n:15][c:16]([NH:37][CH2:38][CH:39]([c:40]3[cH:41][cH:42][cH:43][cH:44][cH:45]3)[c:46]3[cH:47][cH:48][cH:49][cH:50][cH:51]3)[c:17]3[n:18][cH:19][n:20]([CH:23]4[CH:24]([OH:36])[CH:25]([OH:35])[CH:26]([n:28]5[n:29][cH:30][c:31]([CH2:33][OH:34])[cH:32]5)[CH2:27]4)[c:21]3[n:22]2)[CH2:12][CH2:13]1.[OH:59][CH:60]1[CH:61]([OH:62])[CH:63]([n:64]2[cH:65][c:66]([CH3:67])[cH:68][n:69]2)[CH2:70][CH:71]1[n:72]1[cH:73][n:74][c:75]2[c:76]1[n:77][c:78]([NH:79][CH:80]1[CH2:81][CH2:82][CH:83]([NH:84][C:104](=[O:105])[NH:106][CH:107]3[CH2:108][CH2:109][N:110]([c:113]4[n:114][cH:115][cH:116][cH:117][cH:118]4)[CH2:111][CH2:112]3)[CH2:85][CH2:86]1)[n:87][c:88]2[NH:89][CH2:90][CH:91]([c:92]1[cH:93][cH:94][cH:95][cH:96][cH:97]1)[c:98]1[cH:99][cH:100][cH:101][cH:102][cH:103]1>>[F:1][C:2]([C:3](=[O:4])[OH:5])([F:6])[F:7].[NH:8]([CH:9]1[CH2:10][N:11]([c:14]2[n:15][c:16]([NH:37][CH2:38][CH:39]([c:40]3[cH:41][cH:42][cH:43][cH:44][cH:45]3)[c:46]3[cH:47][cH:48][cH:49][cH:50][cH:51]3)[c:17]3[n:18][cH:19][n:20]([CH:23]4[CH:24]([OH:36])[CH:25]([OH:35])[CH:26]([n:28]5[n:29][cH:30][c:31]([CH2:33][OH:34])[cH:32]5)[CH2:27]4)[c:21]3[n:22]2)[CH2:12][CH2:13]1)[C:104](=[O:105])[NH:106][CH:107]1[CH2:108][CH2:109][N:110]([c:113]2[n:114][cH:115][cH:116][cH:117][cH:118]2)[CH2:111][CH2:112]1. The reactants are O=C(O)C(F)(F)F, O=C(O)C(F)(F)F, NC1CCN(c2nc(NCC(c3ccccc3)c3ccccc3)c3ncn(C4CC(n5cc(CO)cn5)C(O)C4O)c3n2)C1, Cc1cnn(C2CC(n3cnc4c(NCC(c5ccccc5)c5ccccc5)nc(NC5CCC(NC(=O)NC6CCN(c7ccccn7)CC6)CC5)nc43)C(O)C2O)c1. Product: O=C(O)C(F)(F)F, O=C(NC1CCN(c2ccccn2)CC1)NC1CCN(c2nc(NCC(c3ccccc3)c3ccccc3)c3ncn(C4CC(n5cc(CO)cn5)C(O)C4O)c3n2)C1. The reactants are C1CCOC1, C[Si](C)(C)[N-][Si](C)(C)C, CCOC(C)(OCC)[PH](C)=O, CI, Cc1ccccc1, [K+]. The product is CCOC(C)(OCC)P(C)(C)=O. RXN SMILES: [CH2:24]1[O:25][CH2:26][CH2:27][CH2:28]1.[CH3:12][Si:13]([N-:14][Si:15]([CH3:16])([CH3:17])[CH3:18])([CH3:19])[CH3:20].[CH3:1][PH:2]([C:3]([CH3:4])([O:5][CH2:6][CH3:7])[O:8][CH2:9][CH3:10])=[O:11].[CH3:22][I:23].[CH3:29][c:30]1[cH:31][cH:32][cH:33][cH:34][cH:35]1.[K+:21]>>[CH3:1][P:2]([C:3]([CH3:4])([O:5][CH2:6][CH3:7])[O:8][CH2:9][CH3:10])(=[O:11])[CH3:12]. Product: CC1CN(Cc2ccc(CC(=O)N3CCC(Nc4cccc(F)c4)CC3)cc2Cl)CCN1C(=O)OC(C)(C)C. Reaction SMILES: [Cl:1][c:2]1[cH:3][c:4]([CH2:23][C:24](=[O:25])[OH:26])[cH:5][cH:6][c:7]1[CH2:8][N:9]1[CH2:10][CH:11]([CH3:22])[N:12]([C:15](=[O:16])[O:17][C:18]([CH3:19])([CH3:20])[CH3:21])[CH2:13][CH2:14]1.[F:27][c:28]1[cH:29][c:30]([NH:34][CH:35]2[CH2:36][CH2:37][N:38]([C:41](=[O:42])[CH2:43][c:44]3[cH:45][cH:46][c:47]([CH2:48][N:49]4[CH2:50][CH2:51][N:52]([C:53]([O:54][C:55]([CH3:56])([CH3:57])[CH3:58])=[O:59])[CH:60]([CH3:61])[CH2:62]4)[c:63]([O:64][CH3:65])[cH:66]3)[CH2:39][CH2:40]2)[cH:31][cH:32][cH:33]1>>[Cl:1][c:2]1[cH:3][c:4]([CH2:23][C:24](=[O:25])[N:38]2[CH2:37][CH2:36][CH:35]([NH:34][c:30]3[cH:29][c:28]([F:27])[cH:33][cH:32][cH:31]3)[CH2:40][CH2:39]2)[cH:5][cH:6][c:7]1[CH2:8][N:9]1[CH2:10][CH:11]([CH3:22])[N:12]([C:15](=[O:16])[O:17][C:18]([CH3:19])([CH3:20])[CH3:21])[CH2:13][CH2:14]1. Starting materials: CC1CN(Cc2ccc(CC(=O)O)cc2Cl)CCN1C(=O)OC(C)(C)C, COc1cc(CC(=O)N2CCC(Nc3cccc(F)c3)CC2)ccc1CN1CCN(C(=O)OC(C)(C)C)C(C)C1. As a reaction SMILES: [Br:1][CH2:2][CH2:3][CH2:4][CH2:5][O:6][c:7]1[c:8]([CH:13]=[CH:14][CH:15]([CH2:16][CH2:17][c:18]2[cH:19][cH:20][c:21]([C:22](=[O:23])[O:24][CH3:25])[cH:26][cH:27]2)[CH2:28][c:29]2[cH:30][cH:31][c:32]([C:35]#[N:36])[cH:33][cH:34]2)[cH:9][cH:10][cH:11][cH:12]1.[C:48](=[O:49])([O-:50])[O-:51].[CH3:54][C:55]#[N:56].[F:37][C:38]([c:39]1[cH:40][cH:41][c:42]([OH:45])[cH:43][cH:44]1)([F:46])[F:47].[K+:52].[K+:53]>>[CH2:2]([CH2:3][CH2:4][CH2:5][O:6][c:7]1[c:8]([CH:13]=[CH:14][CH:15]([CH2:16][CH2:17][c:18]2[cH:19][cH:20][c:21]([C:22](=[O:23])[O:24][CH3:25])[cH:26][cH:27]2)[CH2:28][c:29]2[cH:30][cH:31][c:32]([C:35]#[N:36])[cH:33][cH:34]2)[cH:9][cH:10][cH:11][cH:12]1)[O:45][c:42]1[cH:41][cH:40][c:39]([C:38]([F:37])([F:46])[F:47])[cH:44][cH:43]1. Starting materials: COC(=O)c1ccc(CCC(C=Cc2ccccc2OCCCCBr)Cc2ccc(C#N)cc2)cc1, O=C([O-])[O-], CC#N, Oc1ccc(C(F)(F)F)cc1, [K+], [K+]. Yields the product COC(=O)c1ccc(CCC(C=Cc2ccccc2OCCCCOc2ccc(C(F)(F)F)cc2)Cc2ccc(C#N)cc2)cc1.